This data is from the Open Reaction Database (ORD), a public repository of structured organic reaction records. The task is: describe an organic reaction: reactants, conditions, products, and yield The reactants are C(CC)(=S)SC (methyl dithiopropionate), solution, C(C)(C)NC(C)C (diisopropylamine), solution, C(CCC)[Li] (n-butyllithium), C(C)(=O)O[C@@H]1[C@H](C(N1)=O)[C@@H](C)O[Si](C)(C)C(C)(C)C ((3R,4R)-4-acetoxy-3-[(1R)-1-(tert-butyldimethylsilyloxy)ethyl]-2-oxoazetidine). The reagents and catalysts are CC([O-])C.CC([O-])C.CC([O-])C.Cl[Ti+3] (chlorotitanium triisopropoxide). Solvent: CCCCCC (hexane), O1CCCC1 (tetrahydrofuran), CCCCCC (n-hexane). Run at temperature 0 celsius, time 30 minute. Product: [Si](C)(C)(C(C)(C)C)O[C@H](C)[C@H]1C(N[C@@H]1[C@@H](C)C(=S)SC)=O ((3S,4S)-3-[(1R)-1-(tert-butyldimethylsilyloxy)ethyl]-4 -[(1R)-1-[(methylthio)thiocarbonyl}ethyl]-2-oxoazetidine). Isolated yield 58.2%. Reaction SMILES: C(NC(C)C)(C)C.C([Li])CCC.[C:13]([S:17][CH3:18])(=[S:16])[CH2:14][CH3:15].C(O[C@H:23]1[NH:26][C:25](=[O:27])[C@@H:24]1[C@H:28]([O:30][Si:31]([C:34]([CH3:37])([CH3:36])[CH3:35])([CH3:33])[CH3:32])[CH3:29])(=O)C>O1CCCC1.CCCCCC.CC(C)[O-].CC(C)[O-].CC(C)[O-].Cl[Ti+3]>[Si:31]([O:30][C@@H:28]([C@@H:24]1[C@@H:23]([C@H:14]([C:13]([S:17][CH3:18])=[S:16])[CH3:15])[NH:26][C:25]1=[O:27])[CH3:29])([C:34]([CH3:35])([CH3:36])[CH3:37])([CH3:32])[CH3:33] |f:6.7.8.9|. Reported procedure: To a solution of diisopropylamine (152 mg) in anhydrous tetrahydrofuran (2 ml) cooled to 0° C. was added a 1.56M solution of n-butyllithium in n-hexane (0.95 ml). After stirring for 30 minutes at 0° C., the solution was cooled to -78° C. and methyl dithiopropionate (120 mg) and a 1M solution of chlorotitanium triisopropoxide in hexane (4.0 ml) were added successively thereto. The mixture was warmed to -40° C. and (3R,4R)-4-acetoxy-3-[(1R)-1-(tert-butyldimethylsilyloxy)ethyl]-2-oxoazetidine (287 ... Starting materials: CC[O-], CCO, Nc1cc(Cl)nc(Cl)c1, [Na+], O. The product is CCOc1cc(N)cc(Cl)n1. As a reaction SMILES: [CH3:11][CH2:12][O-:13].[CH3:15][CH2:16][OH:17].[Cl:1][c:2]1[n:3][c:4]([Cl:9])[cH:5][c:6]([NH2:8])[cH:7]1.[Na+:10].[OH2:14]>>[c:2]1([O:13][CH2:12][CH3:11])[n:3][c:4]([Cl:9])[cH:5][c:6]([NH2:8])[cH:7]1. Product: CC1(CC(C(C(C1)=O)=C(C)N[C@H]1C[C@@H](O[C@@H]1CO)N1C(=O)NC(=O)C(C)=C1)=O)C (3′-deoxy-3′-[1-(4,4-dimethyl-2,6-dioxocyclohex-1-ylidene)-ethylamino]-thymidine). Reactants: CCO (EtOH), C(C)(C)N(C(C)C)CC (N,N-diisopropylethylamine), CC(=O)C1C(=O)CC(CC1=O)(C)C (2-acetyldimedone), N(=[N+]=[N-])[C@H]1C[C@@H](O[C@@H]1CO)N1C(=O)NC(=O)C(C)=C1 (3′-Deoxy-3′-azido-thymidine). The reagents and catalysts are [Pd] (Pd/C). Isolated yield 65.8%. Procedure details: 3′-Deoxy-3′-azido-thymidine (200 mg, 0.75 mmol) was dissolved in MeOH (25 ml) and Pd/C (40 mg) was added. The suspension was stirred over a constant stream of H2 overnight. The reaction mixture was filtered, and the filtrate was concentrated. The residue was taken up in abs. EtOH (5 ml), N,N-diisopropylethylamine (0.1 ml) and 2-acetyldimedone (204 mg, 1.12 mmol) were added and the solution was refluxed for 5 h. The reaction mixture was cooled to room temperature and the product was precipitated ... RXN SMILES: [N:1]([C@@H:4]1[C@@H:8]([CH2:9][OH:10])[O:7][C@@H:6]([N:11]2[CH:19]=[C:17]([CH3:18])[C:15](=[O:16])[NH:14][C:12]2=[O:13])[CH2:5]1)=[N+]=[N-].CCO.C(N(CC)C(C)C)(C)C.[CH3:32][C:33]([CH:35]1[C:41](=[O:42])[CH2:40][C:39]([CH3:44])([CH3:43])[CH2:38][C:36]1=[O:37])=O>CO.[Pd]>[CH3:44][C:39]1([CH3:43])[CH2:40][C:41](=[O:42])[C:35](=[C:33]([NH:1][C@@H:4]2[C@@H:8]([CH2:9][OH:10])[O:7][C@@H:6]([N:11]3[CH:19]=[C:17]([CH3:18])[C:15](=[O:16])[NH:14][C:12]3=[O:13])[CH2:5]2)[CH3:32])[C:36](=[O:37])[CH2:38]1. Run at time 8 hour. The solvent is CO (MeOH). The reactants are C1(=CC=CC=C1)P(C1=CC=CC=C1)C1=CC=CC=C1 (triphenylphosphine), FC(S(=O)(=O)OC1=C(SCCCCCC(=O)OC)[C@H]([C@@H](C1)O[Si](C)(C)C(C)(C)C)\C=C\[C@H](C[C@@H](CCCC)C)O[Si](C)(C)C(C)(C)C)(F)F (methyl (11R,12S,13E,15S,17R)-9-trifluoromethanesulfonyloxy-11,15-bis(tert-butyldimethylsiloxy)-17,20-dimethyl-7-thiaprosta-8,13-dienoate), FC(F)(F)I (trifluoromethyl iodide), FC(F)(F)I (trifluoromethyl iodide), [O-][Si](=O)[O-].[Mg+2] (Florisil). Reagents/catalysts: C=1C=CC(=CC1)/C=C/C(=O)/C=C/C2=CC=CC=C2.C=1C=CC(=CC1)/C=C/C(=O)/C=C/C2=CC=CC=C2.C=1C=CC(=CC1)/C=C/C(=O)/C=C/C2=CC=CC=C2.[Pd].[Pd] (Tris(dibenzylideneacetone)dipalladium(0)), [Zn] (zinc). Solvent: O1CCCC1 (tetrahydrofuran). Product: FC(C1=C(SCCCCCC(=O)OC)[C@H]([C@@H](C1)O[Si](C)(C)C(C)(C)C)\C=C\[C@H](C[C@@H](CCCC)C)O[Si](C)(C)C(C)(C)C)(F)F (methyl (11R,12S,13E,15S,17R)-9-trifluoromethyl-11,15-bis(tert-butyldimethylsiloxy)-17,20-dimethyl-7-thiaprosta-8,13-dienoate). The yield is 36.0%. As a reaction SMILES: C1(P(C2C=CC=CC=2)C2C=CC=CC=2)C=CC=CC=1.FC(F)(F)S(O[C:26]1[CH2:40][C@@H:39]([O:41][Si:42]([C:45]([CH3:48])([CH3:47])[CH3:46])([CH3:44])[CH3:43])[C@H:38](/[CH:49]=[CH:50]/[C@@H:51]([O:59][Si:60]([C:63]([CH3:66])([CH3:65])[CH3:64])([CH3:62])[CH3:61])[CH2:52][C@H:53]([CH3:58])[CH2:54][CH2:55][CH2:56][CH3:57])[C:27]=1[S:28][CH2:29][CH2:30][CH2:31][CH2:32][CH2:33][C:34]([O:36][CH3:37])=[O:35])(=O)=O.[O-][Si]([O-])=O.[Mg+2].[F:74][C:75](I)([F:77])[F:76]>O1CCCC1.C1C=CC(/C=C/C(/C=C/C2C=CC=CC=2)=O)=CC=1.C1C=CC(/C=C/C(/C=C/C2C=CC=CC=2)=O)=CC=1.C1C=CC(/C=C/C(/C=C/C2C=CC=CC=2)=O)=CC=1.[Pd].[Pd].[Zn]>[F:74][C:75]([F:77])([F:76])[C:26]1[CH2:40][C@@H:39]([O:41][Si:42]([C:45]([CH3:48])([CH3:47])[CH3:46])([CH3:43])[CH3:44])[C@H:38](/[CH:49]=[CH:50]/[C@@H:51]([O:59][Si:60]([C:63]([CH3:66])([CH3:65])[CH3:64])([CH3:61])[CH3:62])[CH2:52][C@H:53]([CH3:58])[CH2:54][CH2:55][CH2:56][CH3:57])[C:27]=1[S:28][CH2:29][CH2:30][CH2:31][CH2:32][CH2:33][C:34]([O:36][CH3:37])=[O:35] |f:2.3,6.7.8.9.10|. Procedure: Tris(dibenzylideneacetone)dipalladium(0) (11.4 mg, 0.0125 mmol), triphenylphosphine (13.1 mg, 0.05 mmol), zinc (powder) (36.8 mg, 56.3 mmol), and methyl (11R,12S,13E,15S,17R)-9-trifluoromethanesulfonyloxy-11,15-bis(tert-butyldimethylsiloxy)-17,20-dimethyl-7-thiaprosta-8,13-dienoate (218 mg, 0.282 mmol) in tetrahydrofuran (5 mL) were placed in an autoclave reactor, a small sized container of trifluoromethyl iodide was connected, and the inside of the reaction vessel was made the same pressure as ... The reactants are ClCCNC(=O)NC(C#C)C1=CC=CC=C1 (1-(2-chloro-ethyl)-3-(1-phenyl-prop-2-ynyl)-urea), ClCCNC(=O)NC(C#C)C1=CC=CC=C1 (1-(2-chloro-ethyl)-3-(1-phenyl-prop-2-ynyl)-urea), C([O-])([O-])=O.[Na+].[Na+] (sodium carbonate). The solvent is O (water). The product is N (NH3), O1C(=NCC1)NC(C#C)C1=CC=CC=C1 ((4,5-Dihydro-oxazol-2-yl)-(1-phenyl-prop-2-ynyl)-amine). The yield is 146.0%. Reaction SMILES: Cl[CH2:2][CH2:3][NH:4][C:5]([NH:7][CH:8]([C:11]1[CH:16]=[CH:15][CH:14]=[CH:13][CH:12]=1)[C:9]#[CH:10])=[O:6].C(=O)([O-])[O-].[Na+].[Na+]>O>[NH3:4].[O:6]1[CH2:2][CH2:3][N:4]=[C:5]1[NH:7][CH:8]([C:11]1[CH:16]=[CH:15][CH:14]=[CH:13][CH:12]=1)[C:9]#[CH:10] |f:1.2.3|. Procedure details: A solution of 136 mg of 1-(2-chloro-ethyl)-3-(1-phenyl-prop-2-ynyl)-urea (Formula 29) in 5 mL of water was heated at 100° C. for 2.5 hours. The reaction mixture was cooled to room temperature. Then, sodium carbonate (saturated solution) was added to the mixture until the pH was greater than 8. The mixture was extracted with ethyl acetate. Combined ethyl acetate was washed with brine, dried over sodium sulfate and concentrated. Column chromatography (3-5% 7N NH3 in MeOH/CH2Cl2) gave 84 mg of (4,5...